This data is from the Open Reaction Database (ORD), a public repository of structured organic reaction records. The task is: describe an organic reaction: reactants, conditions, products, and yield The reactants are N1=CC=C(C=C1)C=1C(=NC=CC1)OC1=CC=C(C=C1)N (4-(3-(pyridin-4-yl)pyridin-2-yloxy)benzenamine), ClC1=NC=CC=C1 (2-chloropyridine), C=1C=CC(=CC1)P(C=2C=CC=CC2)C3=CC=C4C=CC=CC4=C3C5=C6C=CC=CC6=CC=C5P(C=7C=CC=CC7)C=8C=CC=CC8 (BINAP), CC(C)([O-])C.[Na+] (sodium tert-butoxide). Reagents/catalysts: C(C)(=O)[O-].[Pd+2].C(C)(=O)[O-] (palladium(II) acetate). Run at temperature 120 celsius. Product: N1=CC=C(C=C1)C=1C(=NC=CC1)OC1=CC=C(C=C1)NC1=NC=CC=C1 (N-(4-(3-(pyridin-4-yl)pyridin-2-yloxy)phenyl)pyridin-2-amine). Reaction SMILES: [N:1]1[CH:6]=[CH:5][C:4]([C:7]2[C:8]([O:13][C:14]3[CH:19]=[CH:18][C:17]([NH2:20])=[CH:16][CH:15]=3)=[N:9][CH:10]=[CH:11][CH:12]=2)=[CH:3][CH:2]=1.Cl[C:22]1[CH:27]=[CH:26][CH:25]=[CH:24][N:23]=1.C1C=CC(P(C2C(C3C(P(C4C=CC=CC=4)C4C=CC=CC=4)=CC=C4C=3C=CC=C4)=C3C(C=CC=C3)=CC=2)C2C=CC=CC=2)=CC=1.CC(C)([O-])C.[Na+]>C([O-])(=O)C.[Pd+2].C([O-])(=O)C>[N:1]1[CH:2]=[CH:3][C:4]([C:7]2[C:8]([O:13][C:14]3[CH:19]=[CH:18][C:17]([NH:20][C:22]4[CH:27]=[CH:26][CH:25]=[CH:24][N:23]=4)=[CH:16][CH:15]=3)=[N:9][CH:10]=[CH:11][CH:12]=2)=[CH:5][CH:6]=1 |f:3.4,5.6.7|. Procedure details: A glass microwave reaction vessel was charged with 4-(3-(pyridin-4-yl)pyridin-2-yloxy)benzenamine (0.0965 g, 0.37 mmol), 2-chloropyridine (0.034 mL, 0.36 mmol), palladium(II) acetate (0.0098 g, 0.018 mmol), BINAP (0.0213 g, 0.037 mmol), and sodium tert-butoxide (0.0503 g, 0.55 mmol). The reaction mixture was stirred and heated in a Smith Synthesizer® microwave reactor (Personal Chemistry, Inc., Upssala, Sweden) at 120° C. for 45 min. Reaction was concentrated. The crude product was adsorbed onto... The reactants are C(C)(=O)O[C@](CCC=1C(C(=C(C(C1C)=O)C)C)=O)(C#C)C ((R)-2-[3-(acetyloxy) 3-methyl-4-pentynyl]-3,5,6-trimethyl-2,5-cyclohexadiene-1,4-dione), C(C)(=O)O (acetic acid). Reagents/catalysts: [Zn] (Zn). Run in C(Cl)Cl (CH2Cl2). Run at temperature 4 celsius, time 50 minute. Product: C(#C)[C@]1(OC2=C(CC1)C(=C(C(=C2C)C)O)C)C ((S)-2-ethynyl-3,4-dihydro-2,5,7,8-tetramethyl-2H-1-benzopyran-6-ol). The yield is 25.0%. Reaction SMILES: C(O[C@@:5]([CH3:21])([C:19]#[CH:20])[CH2:6][CH2:7][C:8]1[C:9](=[O:18])[C:10]([CH3:17])=[C:11]([CH3:16])[C:12](=[O:15])[C:13]=1[CH3:14])(=O)C.C(O)(=O)C>C(Cl)Cl.[Zn]>[C:19]([C@:5]1([CH3:21])[CH2:6][CH2:7][C:8]2[C:13]([CH3:14])=[C:12]([OH:15])[C:11]([CH3:16])=[C:10]([CH3:17])[C:9]=2[O:18]1)#[CH:20]. Reported procedure: A solution of 285 mg (0.99 mmol) of (R)-2-[3-(acetyloxy) 3-methyl-4-pentynyl]-3,5,6-trimethyl-2,5-cyclohexadiene-1,4-dione in 4 mL of CH2Cl2 was stirred with 250 mg of Zn dust, and 250 mg of glacial acetic acid. The reaction mixture was stirred at 4° C. under argon for 50 min. then filtered. It was worked up with CH2Cl2 as described above. The crude hydroquinone acetate was taken into 6 mL of CH2Cl2 and treated with 20 mg of AgClO4 ·H2O as described above to give 124 mg of crude product after wo...